This data is from the Open Reaction Database (ORD), a public repository of structured organic reaction records. The task is: describe an organic reaction: reactants, conditions, products, and yield Starting materials: CC1(OC2=C(C(=CC(=C2)CCCC)O)C=2C1=CC=NC2)C (5,5-dimethyl-10-hydroxy-8-n-butyl-5H-[1]benzopyrano[3,4-d]pyridine), C(C)(=O)OC(C)=O (acetic anhydride). Run in N1=CC=CC=C1 (pyridine). Product: C(C)(=O)OC1=CC(=CC2=C1C=1C(=CC=NC1)C(O2)(C)C)CCCC (10-Acetoxy-5,5-dimethyl-8-n-butyl-5H-[1]benzopyrano[3,4-d]pyridine). Reaction SMILES: [CH3:1][C:2]1([CH3:21])[C:16]2=[CH:17][CH:18]=[N:19][CH:20]=[C:15]2[C:5]2[C:6]([OH:14])=[CH:7][C:8]([CH2:10][CH2:11][CH2:12][CH3:13])=[CH:9][C:4]=2[O:3]1.[C:22](OC(=O)C)(=[O:24])[CH3:23]>N1C=CC=CC=1>[C:22]([O:14][C:6]1[C:5]2[C:15]3[C:16]([C:2]([CH3:1])([CH3:21])[O:3][C:4]=2[CH:9]=[C:8]([CH2:10][CH2:11][CH2:12][CH3:13])[CH:7]=1)=[CH:17][CH:18]=[N:19][CH:20]=3)(=[O:24])[CH3:23]. Reported procedure: 10-Acetoxy-5,5-dimethyl-8-n-butyl-5H-[1]benzopyrano[3,4-d]pyridine is prepared by reacting 5,5-dimethyl-10-hydroxy-8-n-butyl-5H-[1]benzopyrano[3,4-d]pyridine and acetic anhydride in the presence of pyridine according to the method of Example 12. Starting materials: N1=CC(=CC=C1)C(=O)Cl (3-pyridinecarbonyl chloride), NC1=CC=C(C=C1)C(CCC(=O)OC)=O (4-(4-amino-phenyl)-4-oxo-butyric acid, methyl ester). Yields the product N1=CC(=CC=C1)C(=O)NC1=CC=C(C=C1)C(CCC(=O)O)=O (4-[4-((pyridin-3-yl)-carbonylamino)-phenyl]-4-oxo-butyric acid). Isolated yield 4.0%. RXN SMILES: [N:1]1[CH:6]=[CH:5][CH:4]=[C:3]([C:7](Cl)=[O:8])[CH:2]=1.[NH2:10][C:11]1[CH:16]=[CH:15][C:14]([C:17](=[O:24])[CH2:18][CH2:19][C:20]([O:22]C)=[O:21])=[CH:13][CH:12]=1>>[N:1]1[CH:6]=[CH:5][CH:4]=[C:3]([C:7]([NH:10][C:11]2[CH:12]=[CH:13][C:14]([C:17](=[O:24])[CH2:18][CH2:19][C:20]([OH:22])=[O:21])=[CH:15][CH:16]=2)=[O:8])[CH:2]=1. Procedure details: In a manner similar to that described in Example 3, 3-pyridinecarbonyl chloride (0.066 g, 0.00039 mol) was allowed to react with 4-(4-amino-phenyl)-4-oxo-butyric acid, methyl ester (0.052 g, 0.00025 mol) (Example 1, Step (c)), and the resulting intermediate was hydrolyzed to give 0.003 g of 4-[4-((pyridin-3-yl)-carbonylamino)-phenyl]-4-oxo-butyric acid as a yellow solid; MS-(AP+) MH+299. Reactants: C(C)OC(CC[C@H](C[C@@H]1N(C(OC1)(C)C)C(=O)OC(C)(C)C)COS(=O)(=O)C1=CC=C(C)C=C1)=O ((S)-tert-Butyl 4-((R)-5-ethoxy-5-oxo-2-(tosyloxymethyl)pentyl)-2,2-dimethyloxazolidine-3-carboxylate), Ti(Oi-Pr)4, CC[Mg+].[Br-] (EtMgBr), solution, [C@@H]([C@H](C(=O)[O-])O)(C(=O)[O-])O.[Na+].[K+] (Rochelle's salt). The solvent is CCOC(=O)C (EtOAc), C1CCOC1 (THF). Yields the product OC1(CC1)CC[C@H](C[C@@H]1N(C(OC1)(C)C)C(=O)OC(C)(C)C)COS(=O)(=O)C1=CC=C(C)C=C1 ((S)-tert-butyl 4-((R)-4-(1-hydroxycyclopropyl)-2-(tosyloxymethyl)butyl)-2,2-dimethyloxazolidine-3-carboxylate). As a reaction SMILES: C([O:3][C:4](=O)[CH2:5][CH2:6][C@@H:7]([CH2:23][O:24][S:25]([C:28]1[CH:34]=[CH:33][C:31]([CH3:32])=[CH:30][CH:29]=1)(=[O:27])=[O:26])[CH2:8][C@H:9]1[CH2:13][O:12][C:11]([CH3:15])([CH3:14])[N:10]1[C:16]([O:18][C:19]([CH3:22])([CH3:21])[CH3:20])=[O:17])C.[CH3:36][CH2:37][Mg+].[Br-].[C@H](O)(C([O-])=O)[C@@H](O)C([O-])=O.[Na+].[K+]>C1COCC1.CCOC(C)=O>[OH:3][C:4]1([CH2:5][CH2:6][C@@H:7]([CH2:23][O:24][S:25]([C:28]2[CH:34]=[CH:33][C:31]([CH3:32])=[CH:30][CH:29]=2)(=[O:26])=[O:27])[CH2:8][C@H:9]2[CH2:13][O:12][C:11]([CH3:14])([CH3:15])[N:10]2[C:16]([O:18][C:19]([CH3:21])([CH3:20])[CH3:22])=[O:17])[CH2:37][CH2:36]1 |f:1.2,3.4.5|. Reported procedure: (S)-tert-Butyl 4-((R)-5-ethoxy-5-oxo-2-(tosyloxymethyl)pentyl)-2,2-dimethyloxazolidine-3-carboxylate (1.82 g, 3.55 mmol) and Ti(Oi-Pr)4 were dissolved in THF (30 mL) and allowed to stir at ambient temperature. A solution of EtMgBr (3.0 M, 5.91 mL, 17.8 mmol, 5.0 equiv) was added over a 6 hr period via syringe pump and the resulting mixture stirred overnight. The mixture was treated with a 50% solution of Rochelle's salt and diluted with EtOAc. The layers were separated and the aqueous layer extr... Starting materials: CS(=O)(=O)c1ncc2c(n1)N(c1ccc(CO)cc1)C(=O)N(c1ccccc1Br)C2, Cl, Nc1ccccc1. Yields the product O=C1N(c2ccccc2Br)Cc2cnc(Nc3ccccc3)nc2N1c1ccc(CO)cc1. Reaction SMILES: [Br:1][c:2]1[c:3]([N:8]2[C:9](=[O:30])[N:10]([c:22]3[cH:23][cH:24][c:25]([CH2:28][OH:29])[cH:26][cH:27]3)[c:11]3[n:12][c:13]([S:18]([CH3:19])(=[O:20])=[O:21])[n:14][cH:15][c:16]3[CH2:17]2)[cH:4][cH:5][cH:6][cH:7]1.[ClH:38].[NH2:31][c:32]1[cH:33][cH:34][cH:35][cH:36][cH:37]1>>[Br:1][c:2]1[c:3]([N:8]2[C:9](=[O:30])[N:10]([c:22]3[cH:23][cH:24][c:25]([CH2:28][OH:29])[cH:26][cH:27]3)[c:11]3[n:12][c:13]([NH:31][c:32]4[cH:33][cH:34][cH:35][cH:36][cH:37]4)[n:14][cH:15][c:16]3[CH2:17]2)[cH:4][cH:5][cH:6][cH:7]1. Starting materials: SC1=CC=C(NC(C)=O)C=C1 (p-mercaptoacetanilide), [OH-].[Na+] (sodium hydroxide), O (water), ClCCCO (3-chloropropanol), disulfide, mercapto. Solvent: COCCOC (1,2-dimethoxyethane). Run at time 30 minute. Yields the product C(C)(=O)NC1=CC=C(C=C1)SCCCO (3-(p-acetamidophenylthio)propanol). The yield is 69.7%. As a reaction SMILES: [SH:1][C:2]1[CH:11]=[CH:10][C:5]([NH:6][C:7](=[O:9])[CH3:8])=[CH:4][CH:3]=1.[OH-].[Na+].O.Cl[CH2:16][CH2:17][CH2:18][OH:19]>COCCOC>[C:7]([NH:6][C:5]1[CH:10]=[CH:11][C:2]([S:1][CH2:16][CH2:17][CH2:18][OH:19])=[CH:3][CH:4]=1)(=[O:9])[CH3:8] |f:1.2|. Procedure details: A mixture of 16.7 g (0.1 mole) of p-mercaptoacetanilide, 4 g of sodium hydroxide, 40 ml of water, 40 ml of 1,2-dimethoxyethane, and 0.39 g (0.11 mole) of 3-chloropropanol is heated in a steam bath with stirring for 30 minutes. Two liquid phases are formed, and TLC indicates that the reaction is substantially complete. The mixture is distilled in vacuo to remove 1,2-dimethoxyethane, and the oily mixture which separates is triturated with cold water until it solidifies. The crude product is recrys... Reactants: FC1=C(C=CC=C1F)[C@@H]1CC[C@H](C=2N(C1)C(=CN2)C=O)NC(OC(C)(C)C)=O (tert-butyl [(6S,9R)-6-(2,3-difluorophenyl)-3-formyl-6,7,8,9-tetrahydro-5H-imidazo[1,2-a]azepin-9-yl]carbamate), CC(C)(C)[S@@](=O)N ((R)-2-methylpropane-2-sulfinamide), C([O-])(O)=O.[Na+] (sodium bicarbonate). Reagents/catalysts: [O-]CC.[Ti+4].[O-]CC.[O-]CC.[O-]CC (Titanium (IV) ethoxide). Solvent: O1CCCC1 (tetrahydrofuran). Run at temperature 60 celsius, time 6 hour. Product: C(C)(C)(C)S(=O)\N=C\C1=CN=C2N1C[C@@H](CC[C@H]2NC(OC(C)(C)C)=O)C2=C(C(=CC=C2)F)F (tert-Butyl [(6S,9R)-3-{(E)-[(tert-butylsulfinyl)imino]methyl}-6-(2,3-difluorophenyl)-6,7,8,9-tetrahydro-5H-imidazo[1,2-a]azepin-9-yl]carbamate). The yield is 97.2%. Reaction SMILES: [F:1][C:2]1[C:7]([F:8])=[CH:6][CH:5]=[CH:4][C:3]=1[C@H:9]1[CH2:15][N:14]2[C:16]([CH:19]=O)=[CH:17][N:18]=[C:13]2[C@H:12]([NH:21][C:22](=[O:28])[O:23][C:24]([CH3:27])([CH3:26])[CH3:25])[CH2:11][CH2:10]1.[CH3:29][C:30]([S@:33]([NH2:35])=[O:34])([CH3:32])[CH3:31].C(=O)(O)[O-].[Na+]>O1CCCC1.[O-]CC.[Ti+4].[O-]CC.[O-]CC.[O-]CC>[C:30]([S:33](/[N:35]=[CH:19]/[C:16]1[N:14]2[CH2:15][C@H:9]([C:3]3[CH:4]=[CH:5][CH:6]=[C:7]([F:8])[C:2]=3[F:1])[CH2:10][CH2:11][C@@H:12]([NH:21][C:22](=[O:28])[O:23][C:24]([CH3:26])([CH3:25])[CH3:27])[C:13]2=[N:18][CH:17]=1)=[O:34])([CH3:32])([CH3:31])[CH3:29] |f:2.3,5.6.7.8.9|. Procedure: Titanium (IV) ethoxide (239 mg, 1.05 mmol) was added to a solution of tert-butyl [(6S,9R)-6-(2,3-difluorophenyl)-3-formyl-6,7,8,9-tetrahydro-5H-imidazo[1,2-a]azepin-9-yl]carbamate (205 mg, 0.524 mmol) and (R)-2-methylpropane-2-sulfinamide (79 mg, 0.655 mmol) in tetrahydrofuran (8 mL). The reaction mixture was heated to 60° C. After 6 h, the reaction mixture was allowed to cool to ambient temperature. Saturated sodium bicarbonate was added and the mixture was extracted with dichlormethane (3×). T... Reactants: ice, Cl.Cl.COC1=CC=C(C=C1)C1N=C(NCC2=C1C=CC=C2)CCC2=CC=C(C=C2)N (4,5-dihydro-1-(4-methoxyphenyl)-3-[2-(4-aminophenyl)ethyl]-1H-2,4-benzodiazepine dihydrochloride), N1=CC=CC=C1 (pyridine), CS(=O)(=O)Cl (methanesulfonyl chloride), C(=O)([O-])[O-].[K+].[K+] (K2CO3). Solvent: C(Cl)Cl (CH2Cl2), C(Cl)Cl (CH2Cl2). Run at time 1.5 hour. Product: hydrochloride salt, Cl.CN1CC2=C(C(N=C1CCC1=CC=C(C=C1)NS(=O)(=O)C)C1=CC=C(C=C1)OC)C=CC=C2 (4,5-dihydro-4-methyl-1-(4-methoxyphenyl)-3-[2-(4-methylsulfonylaminophenyl)ethyl]-1H-2,4-benzodiazepine hydrochloride). As a reaction SMILES: Cl.Cl.[CH3:3][O:4][C:5]1[CH:10]=[CH:9][C:8]([CH:11]2[C:17]3[CH:18]=[CH:19][CH:20]=[CH:21][C:16]=3[CH2:15][NH:14][C:13]([CH2:22][CH2:23][C:24]3[CH:29]=[CH:28][C:27]([NH2:30])=[CH:26][CH:25]=3)=[N:12]2)=[CH:7][CH:6]=1.N1C=CC=CC=1.[CH3:37][S:38]([Cl:41])(=[O:40])=[O:39].[C:42]([O-])([O-])=O.[K+].[K+]>C(Cl)Cl>[ClH:41].[CH3:42][N:14]1[C:13]([CH2:22][CH2:23][C:24]2[CH:25]=[CH:26][C:27]([NH:30][S:38]([CH3:37])(=[O:40])=[O:39])=[CH:28][CH:29]=2)=[N:12][CH:11]([C:8]2[CH:7]=[CH:6][C:5]([O:4][CH3:3])=[CH:10][CH:9]=2)[C:17]2[CH:18]=[CH:19][CH:20]=[CH:21][C:16]=2[CH2:15]1 |f:0.1.2,5.6.7,9.10|. Reported procedure: To an ice-cooled solution of the amine of Example 384 (b) (3.33 g, 7.3 mmol) in CH2Cl2 (35 mL) was added pyridine (17 mL), followed by methanesulfonyl chloride (0.84 mL) in CH2Cl2 (10 mL). The mixture was warmed to room temperature, stirred for 1.5 hours, and poured into saturated K2CO3 (50 mL). The organic layer was separated and the precipitate which formed over 2 hours was collected by filtration. The solid was converted into the fumarate salt, which was purified by column chromatography on n... The reactants are CS(=O)(=O)SCCSC=1C(=C(C(=O)OC)C=CC1)C (methyl 3-(2-methylsulfonylthio-ethylthio)-2-methylbenzoate), [Sn](Cl)(Cl)(Cl)Cl (tin tetrachloride). Run in C(Cl)Cl (methylene chloride). Yields the product CC1=C(C=CC2=C1SCCS2)C(=O)OC (Methyl 8-methyl-2,3-dihydrobenz[1,4]dithiin-7-carboxylate). As a reaction SMILES: CS([S:5][CH2:6][CH2:7][S:8][C:9]1[C:10]([CH3:19])=[C:11]([CH:16]=[CH:17][CH:18]=1)[C:12]([O:14][CH3:15])=[O:13])(=O)=O.[Sn](Cl)(Cl)(Cl)Cl>C(Cl)Cl>[CH3:19][C:10]1[C:9]2[S:8][CH2:7][CH2:6][S:5][C:18]=2[CH:17]=[CH:16][C:11]=1[C:12]([O:14][CH3:15])=[O:13]. Reported procedure: 49.2 g (0.154 mol) of methyl 3-(2-methylsulfonylthio-ethylthio)-2-methylbenzoate were dissolved in 500 ml of methylene chloride, 80.2 g (0.308 mol) of tin tetrachloride were added and the mixture was heated under reflux for three hours and stirred at room temperature for another ten hours. The mixture was then washed with water and saturated sodium bicarbonate solution and the organic phase was separated off, dried and concentrated. The oil that remained was chromatographed over silica gel using... Reactants: CC(C)(C)N(C([O-])=O)[C@@H]1CN(CC1)S(=O)(=O)C=1C(=NC=C(C1)Br)N1C[C@H](CC1)NC(=O)OC(C)(C)C (1,1-dimethylethyl[(3S)-1-({5-bromo-2-[(3S)-3-({[(1,1-dimethylethyl)oxy]carbonyl}amino)pyrrolidin-1-yl]pyridin-3-yl}sulfonyl)pyrrolidin-3-yl]carbamate), CC1(CC=2C(=NC=NC2CC1)N1CCOC2=C(C1)C=C(C=C2)B(O)O)C ([4-(6,6-dimethyl-5,6,7,8-tetrahydroquinazolin-4-yl)-2,3,4,5-tetrahydro-1,4-benzoxazepin-7-yl]boronic acid). The product is N[C@@H]1CN(CC1)C1=NC=C(C=C1S(=O)(=O)N1C[C@H](CC1)N)C=1C=CC2=C(CN(CCO2)C2=NC=NC=3CCC(CC23)(C)C)C1 ((3S)-1-({2-[(3S)-3-aminopyrrolidin-1-yl]-5-[4-(6,6-dimethyl-5,6,7,8-tetrahydroquinazolin-4-yl)-2,3,4,5-tetrahydro-1,4-benzoxazepin-7-yl]pyridin-3-yl}sulfonyl)pyrrolidin-3-amine). As a reaction SMILES: CC([N:5]([C@H:9]1[CH2:13][CH2:12][N:11]([S:14]([C:17]2[C:18]([N:24]3[CH2:28][CH2:27][C@H:26]([NH:29]C(OC(C)(C)C)=O)[CH2:25]3)=[N:19][CH:20]=[C:21](Br)[CH:22]=2)(=[O:16])=[O:15])[CH2:10]1)C(=O)[O-])(C)C.[CH3:37][C:38]1([CH3:62])[CH2:47][CH2:46][C:45]2[N:44]=[CH:43][N:42]=[C:41]([N:48]3[CH2:54][C:53]4[CH:55]=[C:56](B(O)O)[CH:57]=[CH:58][C:52]=4[O:51][CH2:50][CH2:49]3)[C:40]=2[CH2:39]1>>[NH2:29][C@H:26]1[CH2:27][CH2:28][N:24]([C:18]2[C:17]([S:14]([N:11]3[CH2:12][CH2:13][C@H:9]([NH2:5])[CH2:10]3)(=[O:16])=[O:15])=[CH:22][C:21]([C:56]3[CH:57]=[CH:58][C:52]4[O:51][CH2:50][CH2:49][N:48]([C:41]5[C:40]6[CH2:39][C:38]([CH3:37])([CH3:62])[CH2:47][CH2:46][C:45]=6[N:44]=[CH:43][N:42]=5)[CH2:54][C:53]=4[CH:55]=3)=[CH:20][N:19]=2)[CH2:25]1. Reported procedure: Prepared according to the method of example 5 by using 1,1-dimethylethyl[(3S)-1-({5-bromo-2-[(3S)-3-({[(1,1-dimethylethyl)oxy]carbonyl}amino)pyrrolidin-1-yl]pyridin-3-yl}sulfonyl)pyrrolidin-3-yl]carbamate (reagent preparation 40) and [4-(6,6-dimethyl-5,6,7,8-tetrahydroquinazolin-4-yl)-2,3,4,5-tetrahydro-1,4-benzoxazepin-7-yl]boronic acid (reagent preparation 23) in step 1. 1H NMR (400 MHz, Methanol-d4): 8.56 (s, 1H), 8.55 (s, 1H), 8.53 (s, 1H), 7.74 (s, 1H), 7.52 (d, 1H), 7.01 (d, 1H), 5.12 (s, ... The reactants are CCc1ccc(CC(=O)C(C(C)=O)C(=O)OC(C)(C)C)cc1, O=C(O)C(F)(F)F. Yields the product CCc1ccc(CC(=O)C=C(C)O)cc1. As a reaction SMILES: [C:1]([CH3:2])(=[O:3])[CH:4]([C:5]([O:6][C:7]([CH3:8])([CH3:9])[CH3:10])=[O:11])[C:12]([CH2:13][c:14]1[cH:15][cH:16][c:17]([CH2:20][CH3:21])[cH:18][cH:19]1)=[O:22].[OH:23][C:24]([C:25]([F:26])([F:27])[F:28])=[O:29]>>[C:1]([CH3:2])([OH:3])=[CH:4][C:12]([CH2:13][c:14]1[cH:15][cH:16][c:17]([CH2:20][CH3:21])[cH:18][cH:19]1)=[O:22].